This data is from the Open Reaction Database (ORD), a public repository of structured organic reaction records. The task is: describe an organic reaction: reactants, conditions, products, and yield Product: CC(=O)N(C)c1ccc(NC(=O)N2CCN(c3nc(-c4ccccc4)cs3)CC2)cn1. Starting materials: CC(=O)N(C)c1ccc(NC(=O)OCC(Cl)(Cl)Cl)cn1, CS(C)=O, CCN(C(C)C)C(C)C, O, c1ccc(-c2csc(N3CCNCC3)n2)cc1. As a reaction SMILES: [C:1]([CH3:2])(=[O:3])[N:4]([c:5]1[cH:6][cH:7][c:8]([NH:11][C:12]([O:13][CH2:14][C:15]([Cl:16])([Cl:17])[Cl:18])=[O:19])[cH:9][n:10]1)[CH3:20].[CH3:47][S:48]([CH3:49])=[O:50].[CH:38]([N:39]([CH:40]([CH3:41])[CH3:42])[CH2:43][CH3:44])([CH3:45])[CH3:46].[OH2:51].[c:21]1(-[c:27]2[n:28][c:29]([N:32]3[CH2:33][CH2:34][NH:35][CH2:36][CH2:37]3)[s:30][cH:31]2)[cH:22][cH:23][cH:24][cH:25][cH:26]1>>[C:1]([CH3:2])(=[O:3])[N:4]([c:5]1[cH:6][cH:7][c:8]([NH:11][C:12](=[O:19])[N:35]2[CH2:34][CH2:33][N:32]([c:29]3[n:28][c:27](-[c:21]4[cH:22][cH:23][cH:24][cH:25][cH:26]4)[cH:31][s:30]3)[CH2:37][CH2:36]2)[cH:9][n:10]1)[CH3:20]. Starting materials: [BH3-]C#N, CC(=O)O, CCOC(=O)CCc1c(C=O)nc2c(cnn2CC)c1-c1cncc(C)c1, C1COCCN1, CCO, Cl, [Na+], [Na+], [OH-]. Yields the product CCOC(=O)CCc1c(CN2CCOCC2)nc2c(cnn2CC)c1-c1cncc(C)c1. RXN SMILES: [C:34]([BH3-:35])#[N:36].[C:44]([OH:45])(=[O:46])[CH3:47].[CH2:1]([CH3:2])[n:3]1[n:4][cH:5][c:6]2[c:7]1[n:8][c:9]([CH:26]=[O:27])[c:10]([CH2:19][CH2:20][C:21](=[O:22])[O:23][CH2:24][CH3:25])[c:11]2-[c:12]1[cH:13][n:14][cH:15][c:16]([CH3:18])[cH:17]1.[CH2:28]1[CH2:29][O:30][CH2:31][CH2:32][NH:33]1.[CH3:41][CH2:42][OH:43].[ClH:38].[Na+:37].[Na+:40].[OH-:39]>>[CH2:1]([CH3:2])[n:3]1[n:4][cH:5][c:6]2[c:7]1[n:8][c:9]([CH2:26][N:33]1[CH2:28][CH2:29][O:30][CH2:31][CH2:32]1)[c:10]([CH2:19][CH2:20][C:21](=[O:22])[O:23][CH2:24][CH3:25])[c:11]2-[c:12]1[cH:13][n:14][cH:15][c:16]([CH3:18])[cH:17]1. Starting materials: solid, IN1C(CCC1=O)=O (N-iodosuccinimide), N1C=NC2=C1C=CC=N2 (imidazopyridine), C(C)#N (acetonitrile). Product: IC1=CN=C2N1C=CC=C2 (3-iodo-imidazo-[1,2-α]pyridine). RXN SMILES: N1[C:5]2[CH:6]=[CH:7][CH:8]=[N:9][C:4]=2N=C1.[I:10]N1C(=O)CCC1=O.[C:18](#[N:20])[CH3:19]>>[I:10][C:19]1[N:9]2[CH:4]=[CH:5][CH:6]=[CH:7][C:8]2=[N:20][CH:18]=1. Procedure: A solution of 11.61 g (98.27 mmol) of imidazopyridine in 100 mL of acetonitrile was placed in a 250 mL three-neck round-bottom flask equipped with a magnetic stirrer, thermocouple, nitrogen bleed, and cooling ice bath. A total of 24.32 g (108.1 mmol, 1.1 eq.) of solid N-iodosuccinimide was added portion-wise to the flask at 0° C., and the resulting yellow suspension was allowed to warm to room temperature overnight. The solvent was removed on rotavap to give the dark solid (39.2 g). This residue... Starting materials: ClC1=NC=C(C2=CC(=C(C=C12)F)OC)OC (1-chloro-7-fluoro-4,6-dimethoxyisoquinoline), [F-].[Cs+] (cesium fluoride). The solvent is O (water), CS(=O)C (DMSO). Reaction conditions: temperature 145 celsius. Yields the product FC1=NC=C(C2=CC(=C(C=C12)F)OC)OC (1,7-difluoro-4,6-dimethoxyisoquinoline). Yield: 25.5%. As a reaction SMILES: Cl[C:2]1[C:11]2[C:6](=[CH:7][C:8]([O:13][CH3:14])=[C:9]([F:12])[CH:10]=2)[C:5]([O:15][CH3:16])=[CH:4][N:3]=1.[F-:17].[Cs+]>CS(C)=O.O>[F:17][C:2]1[C:11]2[C:6](=[CH:7][C:8]([O:13][CH3:14])=[C:9]([F:12])[CH:10]=2)[C:5]([O:15][CH3:16])=[CH:4][N:3]=1 |f:1.2|. Reported procedure: To a solution of 1-chloro-7-fluoro-4,6-dimethoxyisoquinoline (2 g, 8.28 mmol) in DMSO (5 ml) was added cesium fluoride (2.51 g, 16.55 mmol) at room temperature. The reaction vessel (Pressure tube) was sealed and heated at 145° C. for 18 h. The reaction mass was diluted with water and extracted with ethyl acetate. The combined organic layer was dried over anhydrous Na2SO4 and evaporated under reduced pressure to get crude compound. The crude compound was purified by silica gel chromatography to g... The reactants are O=C1CCC(=O)N1Br, ClC(Cl)(Cl)Cl, Cc1ccc([N+](=O)[O-])c(C(=O)N(C)C)c1, CC(C)(C#N)N=NC(C)(C)C#N. Product: CN(C)C(=O)c1cc(CBr)ccc1[N+](=O)[O-]. Reaction SMILES: [Br:16][N:17]1[C:18](=[O:19])[CH2:20][CH2:21][C:22]1=[O:23].[C:36]([Cl:37])([Cl:38])([Cl:39])[Cl:40].[CH3:1][c:2]1[cH:3][cH:4][c:5]([N+:13](=[O:14])[O-:15])[c:6]([C:7](=[O:8])[N:9]([CH3:10])[CH3:11])[cH:12]1.[N:24]([C:25]([CH3:26])([CH3:27])[C:28]#[N:29])=[N:30][C:31]([CH3:32])([CH3:33])[C:34]#[N:35]>>[CH2:1]([c:2]1[cH:3][cH:4][c:5]([N+:13](=[O:14])[O-:15])[c:6]([C:7](=[O:8])[N:9]([CH3:10])[CH3:11])[cH:12]1)[Br:16]. Reactants: OC1=NN2C(C3=CC=CC=C13)=NN=C2C2=NOC(=C2)CC (6-hydroxy-3-(5-ethylisoxazol-3-yl)-1,2,4-triazolo[3,4-a]phthalazine), ClC1=NN2C(C3=CC=CC=C13)=NN=C2C2=NOC(=C2)CC (6-chloro-3-(5-ethylisoxazol-3-yl)-1,2,4-triazolo[3,4-a]phthalazine), Intermediate 2, ClCC1=NC=CN=C1 (2-chloromethylpyrazine). Product: C(C)C1=CC(=NO1)C1=NN=C2N1N=C(C1=CC=CC=C21)OCC2=NC=CN=C2 (3-(5-Ethylisoxazol-3-yl)-6-(pyrazin-2-yl)methyloxy-1,2,4-triazolo[3 4-a]phthalazine). Reaction SMILES: [OH:1][C:2]1[C:11]2[C:6](=[CH:7][CH:8]=[CH:9][CH:10]=2)[C:5]2=[N:12][N:13]=[C:14]([C:15]3[CH:19]=[C:18]([CH2:20][CH3:21])[O:17][N:16]=3)[N:4]2[N:3]=1.ClC1C2[C:27](=[CH:28]C=CC=2)[C:26]2=NN=[C:35]([C:36]3C=C(CC)O[N:37]=3)[N:25]2N=1.ClCC1C=NC=CN=1>>[CH2:20]([C:18]1[O:17][N:16]=[C:15]([C:14]2[N:4]3[N:3]=[C:2]([O:1][CH2:28][C:27]4[CH:26]=[N:25][CH:35]=[CH:36][N:37]=4)[C:11]4[C:6]([C:5]3=[N:12][N:13]=2)=[CH:7][CH:8]=[CH:9][CH:10]=4)[CH:19]=1)[CH3:21]. Procedure: The title-compound was prepared from 6-hydroxy-3-(5-ethylisoxazol-3-yl)-1,2,4-triazolo[3,4-a]phthalazine (prepared from 6-chloro-3-(5-ethylisoxazol-3-yl)-1,2,4-triazolo[3,4-a]phthalazine, Example 105 part c, using conditions described for the preparation of Intermediate 2) and 2-chloromethylpyrazine (prepared as described in Example 15 part a) using the procedure described in Example 15 part b, 1H NMR (360 MHz, CDCl3) δ 1.42 (3H, t, J=7.6 Hz, CH3), 2.94 (2H, q, J=7.6 Hz, CH2), 5.83 (2H, s, CH2),... Starting materials: BrC=1C=CC(=C(C=O)C1)O (5-bromo-2-hydroxybenzaldehyde), C([O-])([O-])=O.[K+].[K+] (potassium carbonate), C(C1=CC=CC=C1)Br (benzyl bromide), O (water). The solvent is CN(C)C=O (DMF). Reaction conditions: temperature 60 celsius, time 30 minute. The product is C(C1=CC=CC=C1)OC1=C(C=O)C=C(C=C1)Br (2-(benzyloxy)-5-bromobenzaldehyde). Isolated yield 86.3%. Reaction SMILES: [Br:1][C:2]1[CH:3]=[CH:4][C:5]([OH:10])=[C:6]([CH:9]=1)[CH:7]=[O:8].C(=O)([O-])[O-].[K+].[K+].[CH2:17](Br)[C:18]1[CH:23]=[CH:22][CH:21]=[CH:20][CH:19]=1.O>CN(C=O)C>[CH2:17]([O:10][C:5]1[CH:4]=[CH:3][C:2]([Br:1])=[CH:9][C:6]=1[CH:7]=[O:8])[C:18]1[CH:23]=[CH:22][CH:21]=[CH:20][CH:19]=1 |f:1.2.3|. Procedure: To a solution of 5-bromo-2-hydroxybenzaldehyde (10.0 g) in DMF (50 mL) were added potassium carbonate (13.8 g) and benzyl bromide (10.2 g) at room temperature, and the mixture was stirred at 60° C. for 30 min. The reaction mixture was cooled to room temperature, water was added, and the mixture was extracted with ethyl acetate. The extract was washed with saturated brine and dried over anhydrous sodium sulfate. The solvent was evaporated under reduced pressure and the residue was purified by sil...